This data is from the Open Reaction Database (ORD), a public repository of structured organic reaction records. The task is: describe an organic reaction: reactants, conditions, products, and yield Starting materials: CS(=O)(=O)C1=CC=C(C=C1)C1=CC(=C(C=C1)OC)CNC1CCC(CC1)N(C(OC(C)(C)C)=O)C (tert-Butyl {4-[(4′-methanesulfonyl-4-methoxy-biphenyl-3-ylmethyl)-amino]-cyclohexyl}-methyl-carbamate), ClC=1C2=C(SC1C(=O)Cl)C(=CC=C2F)F (3-Chloro-4,7-difluorobenzo[b]thiophene-2-carbonyl chloride). The product is ClC=1C2=C(SC1C(=O)N(C1CCC(CC1)N(C(OC(C)(C)C)=O)C)CC=1C=C(C=CC1OC)C1=CC=C(C=C1)S(=O)(=O)C)C(=CC=C2F)F (tert-Butyl {4-[(3-Chloro-4,7-difluoro-benzo[b]thiophene-2-carbonyl)-(4′-methanesulfonyl-4-methoxy-biphenyl-3-ylmethyl)-amino]-cyclohexyl}-methyl-carbamate). Reaction SMILES: [CH3:1][S:2]([C:5]1[CH:10]=[CH:9][C:8]([C:11]2[CH:16]=[CH:15][C:14]([O:17][CH3:18])=[C:13]([CH2:19][NH:20][CH:21]3[CH2:26][CH2:25][CH:24]([N:27]([CH3:35])[C:28](=[O:34])[O:29][C:30]([CH3:33])([CH3:32])[CH3:31])[CH2:23][CH2:22]3)[CH:12]=2)=[CH:7][CH:6]=1)(=[O:4])=[O:3].[Cl:36][C:37]1[C:38]2[C:48]([F:49])=[CH:47][CH:46]=[C:45]([F:50])[C:39]=2[S:40][C:41]=1[C:42](Cl)=[O:43]>>[Cl:36][C:37]1[C:38]2[C:48]([F:49])=[CH:47][CH:46]=[C:45]([F:50])[C:39]=2[S:40][C:41]=1[C:42]([N:20]([CH2:19][C:13]1[CH:12]=[C:11]([C:8]2[CH:9]=[CH:10][C:5]([S:2]([CH3:1])(=[O:3])=[O:4])=[CH:6][CH:7]=2)[CH:16]=[CH:15][C:14]=1[O:17][CH3:18])[CH:21]1[CH2:26][CH2:25][CH:24]([N:27]([CH3:35])[C:28](=[O:34])[O:29][C:30]([CH3:32])([CH3:31])[CH3:33])[CH2:23][CH2:22]1)=[O:43]. Reported procedure: Biaryl amine 103 (1.84 g, 3.66 mmol) is treated with acid chloride 8 (1.17 g, 4.38 mmol) using Method D to give the title compound. The reactants are CC(C)(C)OC(=O)N1C(CN)CC2CCCC21, Cc1nc2sccn2c1C(=O)O. Yields the product Cc1nc2sccn2c1C(=O)NCC1CC2CCCC2N1C(=O)OC(C)(C)C. Reaction SMILES: [C:13]([CH3:14])([CH3:15])([CH3:16])[O:17][C:18](=[O:19])[N:20]1[CH:21]2[CH2:22][CH2:23][CH2:24][CH:25]2[CH2:26][CH:27]1[CH2:28][NH2:29].[CH3:1][c:2]1[n:3][c:4]2[s:5][cH:6][cH:7][n:8]2[c:9]1[C:10](=[O:11])[OH:12]>>[CH3:1][c:2]1[n:3][c:4]2[s:5][cH:6][cH:7][n:8]2[c:9]1[C:10](=[O:12])[NH:29][CH2:28][CH:27]1[N:20]([C:18]([O:17][C:13]([CH3:14])([CH3:15])[CH3:16])=[O:19])[CH:21]2[CH2:22][CH2:23][CH2:24][CH:25]2[CH2:26]1.